From a dataset of the Open Reaction Database (ORD), a public repository of structured organic reaction records. describe an organic reaction: reactants, conditions, products, and yield Reaction SMILES: ClC1C=[C:10]2[C:5]([C:6](=O)[C:7]([CH2:18][NH:19][C:20](=[O:31])OC3C=CC([N+]([O-])=O)=CC=3)=CN2C2C=CC=CC=2)=CC=1.C1([NH2:38])CCCC1>>[CH:18]1([NH:19][C:20](=[O:31])[NH2:38])[CH2:7][CH2:6][CH2:5][CH2:10]1. Procedure: 7-Chloro-4-oxo-1-phenyl-1,4-dihydro-quinolin-3-ylmethyl)-3-cyclopentyl-urea was prepared starting from intermediate M and cyclopentylamine. MS calcd. for C22H23ClN3O2 [(M+H)+] 396.1, obsd. 396.0. Product: C1(CCCC1)NC(N)=O (3-cyclopentyl-urea). Reactants: ClC1=CC=C2C(C(=CN(C2=C1)C1=CC=CC=C1)CNC(OC1=CC=C(C=C1)[N+](=O)[O-])=O)=O (4-nitrophenyl (7-chloro-4-oxo-1-phenyl-1,4-dihydroquinolin-3-yl)methylcarbamate), C1(CCCC1)N (cyclopentylamine). Reactants: C(C(C)C)N([C@@H](CCCCNC(=O)OCC1C2=CC=CC=C2C=2C=CC=CC12)C(=O)O)S(=O)(=O)C1=CC=C(C=C1)C (Nα-isobutyl-Nα-(4-methylbenzenesulfonyl)-Nε-(9-fluorenylmethoxycarbonyl)-L-lysine), C(C1=CC=CC=C1)(=O)N[C@@H](CC1=CC=CC=C1)C(=O)O (Nα-benzoyl-L-phenylalanine). Product: CC1=CC=C(C=C1)S(=O)(=O)N(CC(C)C)[C@@H](CCCCNC(=O)[C@H](CC2=CC=CC=C2)NC(=O)C3=CC=CC=C3)C(=O)O (Nα-Isobutyl-Nα-(4-methylbenzenesulfonyl)-Nε-(N′α-benzoyl-L-phenylalanyl)-L-lysine), desired material. Yield: 58.0%. RXN SMILES: [CH2:1]([N:5]([S:32]([C:35]1[CH:40]=[CH:39][C:38]([CH3:41])=[CH:37][CH:36]=1)(=[O:34])=[O:33])[C@H:6]([C:29]([OH:31])=[O:30])[CH2:7][CH2:8][CH2:9][CH2:10][NH:11][C:12](OCC1C2C=CC=CC=2C2C1=CC=CC=2)=[O:13])[CH:2]([CH3:4])[CH3:3].[C:42]([NH:50][C@H:51](C(O)=O)[CH2:52][C:53]1[CH:58]=[CH:57][CH:56]=[CH:55][CH:54]=1)(=[O:49])[C:43]1[CH:48]=[CH:47][CH:46]=[CH:45][CH:44]=1>>[CH3:41][C:38]1[CH:39]=[CH:40][C:35]([S:32]([N:5]([C@H:6]([C:29]([OH:31])=[O:30])[CH2:7][CH2:8][CH2:9][CH2:10][NH:11][C:12]([C@@H:51]([NH:50][C:42]([C:43]2[CH:48]=[CH:47][CH:46]=[CH:45][CH:44]=2)=[O:49])[CH2:52][C:53]2[CH:58]=[CH:57][CH:56]=[CH:55][CH:54]=2)=[O:13])[CH2:1][CH:2]([CH3:4])[CH3:3])(=[O:33])=[O:34])=[CH:36][CH:37]=1. Procedure: The title compound was prepared from solid phase bound Nα-isobutyl-Nα-(4-methylbenzenesulfonyl)-Nε-(9-fluorenylmethoxycarbonyl)-L-lysine as described in general procedure Bb using Nα-benzoyl-L-phenylalanine (321 mg, 1.2 mmol). The final product was purified by preparative HPLC to yield 44 mg (58%) of the desired material.